describe an organic reaction: reactants, conditions, products, and yield From a dataset of the Open Reaction Database (ORD), a public repository of structured organic reaction records. Reaction SMILES: [H-].[Al+3].[Li+].[H-].[H-].[H-].[CH3:7][C:8]1([CH3:23])[CH2:17][CH2:16][C:15]([CH3:19])([CH3:18])[C:14]2[CH:13]=[C:12]([C:20](O)=[O:21])[CH:11]=[CH:10][C:9]1=2.[H-].C(C(C(C([O-])=O)O)O)([O-])=O.[K+].[Na+]>C1COCC1>[CH3:7][C:8]1([CH3:23])[CH2:17][CH2:16][C:15]([CH3:18])([CH3:19])[C:14]2[CH:13]=[C:12]([CH2:20][OH:21])[CH:11]=[CH:10][C:9]1=2 |f:0.1.2.3.4.5,8.9.10|. Procedure: 3.8g (0.1 mol) of lithium aluminium hydride and 100 ml of THF are introduced into a round-bottomed flask. Under a stream of nitrogen, a solution of 11.6 g (0.05 mol) of 5,6,7,8-tetrahydro-5,5,8,8-tetramethyl-2-naphthoic acid in 100 ml of THF is added dropwise and the mixture is heated to reflux for four hours. The excess hydride is hydrolyzed with 7.2 ml of a 10% solution of sodium potassium tartrate, the precipitate is filtered off and the organic phase is evaporated. 10.6 g (97%) of the expect... The solvent is C1CCOC1 (THF), C1CCOC1 (THF). The reactants are CC1(C=2C=CC(=CC2C(CC1)(C)C)C(=O)O)C (5,6,7,8-tetrahydro-5,5,8,8-tetramethyl-2-naphthoic acid), solution, C(=O)([O-])C(O)C(O)C(=O)[O-].[K+].[Na+] (sodium potassium tartrate), [H-].[Al+3].[Li+].[H-].[H-].[H-] (lithium aluminium hydride), [H-] (hydride). Yields the product CC1(C=2C=CC(=CC2C(CC1)(C)C)CO)C (5,6,7,8-Tetrahydro-5,5,8,8-tetramethyl -2-naphthylmethanol). Reactants: C(O)([O-])=O.[Na+] (sodium hydrogen carbonate), C1(=C(C(=O)C(=C(C1=O)Cl)Cl)Cl)Cl (Chloranil), CC(CC)O (butan-2-ol). The solvent is CCC(=O)C (MEK). The product is ClC=1C(=O)C(=C(C(C1Cl)=O)Cl)OC(C)CC (2,3,5-trichloro-6-(but-2-oxy)-benzo-1,4-quinone). Isolated yield 86.0%. RXN SMILES: [C:1]1(Cl)[C:7](=[O:8])[C:6]([Cl:9])=[C:5]([Cl:10])[C:3](=[O:4])[C:2]=1[Cl:11].C(=O)([O-])O.[Na+].[CH3:18][CH:19]([OH:22])[CH2:20][CH3:21]>CCC(C)=O>[Cl:9][C:6]1[C:7]([C:1]([O:22][CH:19]([CH2:20][CH3:21])[CH3:18])=[C:2]([Cl:11])[C:3](=[O:4])[C:5]=1[Cl:10])=[O:8] |f:1.2|. Procedure: Chloranil (12.3 parts) was dissolved in MEK (300 parts) before adding sodium hydrogen carbonate (8 parts). Aqueous butan-2-ol (50 parts, 1:1) was then added and the mixture was stirred at room temperature until no starting material remained. At the end of the reaction the filtered solution was shown by HPLC to contain 86% title product. The product was used in subsequent reactions without isolation. Starting materials: [Al+3], ClCCl, COc1c(C)cccc1C, [Cl-], [Cl-], [Cl-], [Cl-], Cl, O=C(O)c1cccs1. Product: COc1c(C)cc(C(=O)c2cccs2)cc1C. Reaction SMILES: [Al+3:21].[CH2:25]([Cl:26])[Cl:27].[CH3:1][c:2]1[c:3]([O:9][CH3:10])[c:4]([CH3:8])[cH:5][cH:6][cH:7]1.[Cl-:11].[Cl-:20].[Cl-:22].[Cl-:23].[ClH:24].[s:12]1[c:13]([C:17](=[O:18])[OH:19])[cH:14][cH:15][cH:16]1>>[CH3:1][c:2]1[c:3]([O:9][CH3:10])[c:4]([CH3:8])[cH:5][c:6]([C:17]([c:13]2[s:12][cH:16][cH:15][cH:14]2)=[O:18])[cH:7]1. The reactants are [OH-].[Na+] (sodium hydroxide), O1CC1CCl (1,2-epoxy-3-chloropropane), C1(=CC=CC=C1)C(C(C(F)(F)F)C1=CC=C(C=C1)Cl)C1=CC=C(C=C1)O (1-phenyl-3,3,3-trifluoro-1-(4-hydroxyphenyl)-2-(4-chlorophenyl)-propane). Solvent: CO (methanol). Reaction conditions: time 2 hour. The product is O1C(COC2=CC=C(C=C2)C(C(C(F)(F)F)C2=CC=C(C=C2)Cl)C2=CC=CC=C2)C1 (1-[4-(2,3-epoxypropoxy)-phenyl]-1-phenyl-3,3,3-trifluoro-2-(4-chlorophenyl)-propane). Isolated yield 64.1%. As a reaction SMILES: [OH-].[Na+].[O:3]1[CH:5]([CH2:6]Cl)[CH2:4]1.[C:8]1([CH:14]([C:27]2[CH:32]=[CH:31][C:30]([OH:33])=[CH:29][CH:28]=2)[CH:15]([C:20]2[CH:25]=[CH:24][C:23]([Cl:26])=[CH:22][CH:21]=2)[C:16]([F:19])([F:18])[F:17])[CH:13]=[CH:12][CH:11]=[CH:10][CH:9]=1>CO>[O:3]1[CH2:4][CH:5]1[CH2:6][O:33][C:30]1[CH:31]=[CH:32][C:27]([CH:14]([C:8]2[CH:13]=[CH:12][CH:11]=[CH:10][CH:9]=2)[CH:15]([C:20]2[CH:25]=[CH:24][C:23]([Cl:26])=[CH:22][CH:21]=2)[C:16]([F:17])([F:18])[F:19])=[CH:28][CH:29]=1 |f:0.1|. Procedure details: 0.8 g (20 mmoles) of sodium hydroxide and 14.8 g (160 mmoles) of 1,2-epoxy-3-chloropropane are added to a solution of 6.03 g (16 mmoles) of 1-phenyl-3,3,3-trifluoro-1-(4-hydroxyphenyl)-2-(4-chlorophenyl)-propane in 60 ml of methanol. The mixture is boiled for 2 hours and then processed as described in Example 25. The product is crystallized from methanol. 4.44 g (64%) of the aimed compound are obtained; m.p.: 141°-144° C. Reactants: C(=O)(N1C=NC=C1)N1C=NC=C1 (Carbonyldiimidazole), C(=O)(O)C(=CC=1C=C(C=CC1)N1C(N(C(=CC1=O)C(F)(F)F)C)=O)Cl (3-[3-(2-carboxy-2-chloroethenyl)phenyl]-2,4-dioxo-1-methyl-6-trifluoromethyl-1,2,3,4-tetrahydropyrimidine), Cl.CON (Methoxyamine hydrochloride), C([O-])([O-])=O.[K+].[K+] (potassium carbonate). The solvent is O1CCCC1 (tetrahydrofuran), O1CCCC1 (tetrahydrofuran). Reaction conditions: temperature 25 celsius, time 1 hour. The product is ClC1=C(C=C(C=C1)N1C(N(C(=CC1=O)C(F)(F)F)C)=O)C=C(C(=O)NOC)Cl (3-[4-Chloro-3-(2-chloro-2-methoxyaminocarbonylethenyl)phenyl]-2,4-dioxo-1-methyl-6-trifluoromethyl-1,2,3,4-tetrahydropyrimidine). Reaction SMILES: C(N1C=CN=C1)(N1C=CN=C1)=O.[C:13]([C:16]([Cl:37])=[CH:17][C:18]1[CH:19]=[C:20]([N:24]2[C:29](=[O:30])[CH:28]=[C:27]([C:31]([F:34])([F:33])[F:32])[N:26]([CH3:35])[C:25]2=[O:36])[CH:21]=[CH:22][CH:23]=1)([OH:15])=O.[ClH:38].[CH3:39][O:40][NH2:41].C(=O)([O-])[O-].[K+].[K+]>O1CCCC1>[Cl:38][C:23]1[CH:22]=[CH:21][C:20]([N:24]2[C:29](=[O:30])[CH:28]=[C:27]([C:31]([F:34])([F:32])[F:33])[N:26]([CH3:35])[C:25]2=[O:36])=[CH:19][C:18]=1[CH:17]=[C:16]([Cl:37])[C:13]([NH:41][O:40][CH3:39])=[O:15] |f:2.3,4.5.6|. Procedure details: Carbonyldiimidazole (0.9 g) was added to a solution of 3-[3-(2-carboxy-2-chloroethenyl)phenyl]-2,4-dioxo-1-methyl-6-trifluoromethyl-1,2,3,4-tetrahydropyrimidine (2.1 g) in 80 ml of tetrahydrofuran, after which the mixture was stirred at 25° C. for one hour. Methoxyamine hydrochloride (1.67 g as a 30% strength by weight aqueous solution) and potassium carbonate (0.83 g), dissolved in 20 ml of tetrahydrofuran, were then added dropwise. After stirring for 5 hours, the solvent was distilled off, aft...